Task: describe an organic reaction: reactants, conditions, products, and yield. Dataset: the Open Reaction Database (ORD), a public repository of structured organic reaction records Starting materials: ClCc1coc(-c2ccc(Br)cc2)n1, C1CCNC1, C1CCOC1. The product is Brc1ccc(-c2nc(CN3CCCC3)co2)cc1. Reaction SMILES: [Br:1][c:2]1[cH:3][cH:4][c:5](-[c:8]2[o:9][cH:10][c:11]([CH2:13][Cl:14])[n:12]2)[cH:6][cH:7]1.[CH2:15]1[CH2:16][CH2:17][NH:18][CH2:19]1.[O:20]1[CH2:21][CH2:22][CH2:23][CH2:24]1>>[Br:1][c:2]1[cH:3][cH:4][c:5](-[c:8]2[o:9][cH:10][c:11]([CH2:13][N:18]3[CH2:17][CH2:16][CH2:15][CH2:19]3)[n:12]2)[cH:6][cH:7]1. Starting materials: [OH-].[Li+] (lithium hydroxide), COC(C1=CC(=C(C(=C1)C)OCC(C1CCCCC1)C=1N(N=C2C=C(C(=CC12)F)F)C1=CC=C(C=C1)Cl)C)=O ([rac]-4-{2-[2-(4-chloro-phenyl)-5,6-difluoro-2H-indazol-3-yl]-2-cyclohexyl-ethoxy}-3,5-dimethyl-benzoic acid methyl ester). Solvent: C1CCOC1 (THF), CO (MeOH). The product is ClC1=CC=C(C=C1)N1N=C2C=C(C(=CC2=C1C(COC1=C(C=C(C(=O)O)C=C1C)C)C1CCCCC1)F)F ([rac]-4-{2-[2-(4-Chloro-phenyl)-5,6-difluoro-2H-indazol-3-yl]-2-cyclohexyl-ethoxy}-3,5-dimethyl-benzoic acid). As a reaction SMILES: C[O:2][C:3](=[O:39])[C:4]1[CH:9]=[C:8]([CH3:10])[C:7]([O:11][CH2:12][CH:13]([C:20]2[N:21]([C:31]3[CH:36]=[CH:35][C:34]([Cl:37])=[CH:33][CH:32]=3)[N:22]=[C:23]3[C:28]=2[CH:27]=[C:26]([F:29])[C:25]([F:30])=[CH:24]3)[CH:14]2[CH2:19][CH2:18][CH2:17][CH2:16][CH2:15]2)=[C:6]([CH3:38])[CH:5]=1.[OH-].[Li+]>C1COCC1.CO>[Cl:37][C:34]1[CH:35]=[CH:36][C:31]([N:21]2[C:20]([CH:13]([CH:14]3[CH2:19][CH2:18][CH2:17][CH2:16][CH2:15]3)[CH2:12][O:11][C:7]3[C:6]([CH3:38])=[CH:5][C:4]([C:3]([OH:39])=[O:2])=[CH:9][C:8]=3[CH3:10])=[C:28]3[C:23]([CH:24]=[C:25]([F:30])[C:26]([F:29])=[CH:27]3)=[N:22]2)=[CH:32][CH:33]=1 |f:1.2|. Procedure details: In analogy to the procedure described in example 7.2, [rac]-4-{2-[2-(4-chloro-phenyl)-5,6-difluoro-2H-indazol-3-yl]-2-cyclohexyl-ethoxy}-3,5-dimethyl-benzoic acid methyl ester was treated with 1 N aqueous lithium hydroxide solution in THF and MeOH to give the title compound as off-white solid. MS: m/e=539.3 [M+H+]. Reactants: C=CCOCC(O)CCCCCCCCCCCCCCCC, O=C(OO)c1cccc(Cl)c1. The product is CCCCCCCCCCCCCCCCC(O)COCC1CO1. Reaction SMILES: [CH2:1]([CH:2]=[CH2:3])[O:4][CH2:5][CH:6]([CH2:7][CH2:8][CH2:9][CH2:10][CH2:11][CH2:12][CH2:13][CH2:14][CH2:15][CH2:16][CH2:17][CH2:18][CH2:19][CH2:20][CH2:21][CH3:22])[OH:23].[Cl:24][c:25]1[cH:26][cH:27][cH:28][c:29]([C:30]([O:31][OH:33])=[O:32])[cH:34]1>>[CH2:1]([CH:2]1[CH2:3][O:32]1)[O:4][CH2:5][CH:6]([CH2:7][CH2:8][CH2:9][CH2:10][CH2:11][CH2:12][CH2:13][CH2:14][CH2:15][CH2:16][CH2:17][CH2:18][CH2:19][CH2:20][CH2:21][CH3:22])[OH:23]. The reactants are CC(C)(C)OC(=O)NN, C1CCOC1, CCN(C(C)C)C(C)C, Fc1c(Cl)nc(Cl)nc1Cl. Product: CC(C)(C)OC(=O)NNc1nc(Cl)nc(Cl)c1F. RXN SMILES: [C:11]([NH:12][NH2:13])(=[O:14])[O:15][C:16]([CH3:17])([CH3:18])[CH3:19].[CH2:29]1[O:30][CH2:31][CH2:32][CH2:33]1.[CH:20]([N:21]([CH:22]([CH3:23])[CH3:24])[CH2:25][CH3:26])([CH3:27])[CH3:28].[Cl:1][c:2]1[n:3][c:4]([Cl:10])[c:5]([F:9])[c:6]([Cl:8])[n:7]1>>[Cl:1][c:2]1[n:3][c:4]([NH:13][NH:12][C:11](=[O:14])[O:15][C:16]([CH3:17])([CH3:18])[CH3:19])[c:5]([F:9])[c:6]([Cl:8])[n:7]1.